Dataset: the Open Reaction Database (ORD), a public repository of structured organic reaction records. Task: describe an organic reaction: reactants, conditions, products, and yield As a reaction SMILES: [Cl:1][C:2]1[N:7]=[C:6]([O:8][CH3:9])[C:5]([CH:10]=[O:11])=[C:4]([I:12])[CH:3]=1.C([SiH](CC)CC)C.[CH2:20](O)[CH:21]=[CH:22][CH3:23].FC(F)(F)C(O)=O.C(=O)(O)[O-].[Na+]>O>[Cl:1][C:2]1[N:7]=[C:6]([O:8][CH3:9])[C:5]([CH2:10][O:11][CH2:20][CH:21]=[CH:22][CH3:23])=[C:4]([I:12])[CH:3]=1 |f:4.5|. Product: ClC1=CC(=C(C(=N1)OC)COCC=CC)I (6-chloro-4-iodo-2-methoxy-3-(2-butenyloxymethyl)pyridine). Reaction conditions: temperature 0 celsius, time 16 hour. Reported procedure: A three-necked 500-mL round-bottom flask is equipped with a mechanical stirrer. Under nitrogen, the flask is charged with 6-chloro-4-iodo-2-methoxypyridine-3-carbaldehyde (53.0 g, 178 mmol) obtained as prepared in U.S. Pat. No. 5,254,690 to Comins et al. issued Oct. 19, 1993, triethylsilane (42.7 mL, 267 mmol) and crotyl alcohol (60.8 mL, 713 mmol). The slurry is cooled to 0° C. and trifluoroacetic acid (90.0 mL, 1.17 mmol) is added over 1 h. The reaction is allowed to warm to ambient temperatur... Starting materials: ClC1=CC(=C(C(=N1)OC)C=O)I (6-chloro-4-iodo-2-methoxypyridine-3-carbaldehyde), FC(C(=O)O)(F)F (trifluoroacetic acid), C([O-])(O)=O.[Na+] (sodium bicarbonate), C(C)[SiH](CC)CC (triethylsilane), C(C=CC)O (crotyl alcohol). Run in O (water). Procedure details: In an appropriate reactor were poured 11.1 g (40 mmol) of 2-nonadecanone, 6 g--which represents an excess with regard to the stoichiometric proportions--of twice distilled glycerol and 0.6 g of p-toluenesulphonic acid dissolved in 120 ml of dry toluene. The reaction mixture was refluxed under stirring for 12 hours and the resulting water was eliminated using a Dean Stark apparatus. After cooling, the organic phase was washed with 30 ml of 5% by weight aqueous solution of potassium hydroxide and ... The solvent is C1(=CC=CC=C1)C (toluene), O (water). The reactants are OCC(O)CO (glycerol), C1(=CC=C(C=C1)S(=O)(=O)O)C (p-toluenesulphonic acid), CC(CCCCCCCCCCCCCCCCC)=O (2-nonadecanone), O1COCC1 (dioxolan), petroleum ether diethyl ether, O1COCC1 (dioxolan). As a reaction SMILES: [CH3:1][C:2](=[O:20])[CH2:3][CH2:4][CH2:5][CH2:6][CH2:7][CH2:8][CH2:9][CH2:10][CH2:11][CH2:12][CH2:13][CH2:14][CH2:15][CH2:16][CH2:17][CH2:18][CH3:19].[OH:21][CH2:22][CH:23]([CH2:25]O)[OH:24].C1(C)C=CC(S(O)(=O)=O)=CC=1.O1CCOC1>C1(C)C=CC=CC=1.O>[CH2:3]([C:2]1([CH3:1])[O:24][CH:23]([CH2:22][OH:21])[CH2:25][O:20]1)[CH2:4][CH2:5][CH2:6][CH2:7][CH2:8][CH2:9][CH2:10][CH2:11][CH2:12][CH2:13][CH2:14][CH2:15][CH2:16][CH2:17][CH2:18][CH3:19]. Product: C(CCCCCCCCCCCCCCCC)C1(OCC(O1)CO)C (2-heptadecyl 2-methyl 4-hydroxymethyl 1,3-dioxolan). Reaction conditions: time 12 hour.